Task: describe an organic reaction: reactants, conditions, products, and yield. Dataset: the Open Reaction Database (ORD), a public repository of structured organic reaction records Reactants: CC(C)(C)c1ccc(NC(=O)C=NO)c(C(C)(C)C)c1, O=S(=O)(O)O. Yields the product CC(C)(C)c1cc2c(c(C(C)(C)C)c1)NC(=O)C2=O. RXN SMILES: [C:1]([CH3:2])([CH3:3])([CH3:4])[c:5]1[c:6]([NH:15][C:16]([CH:17]=[N:18][OH:19])=[O:20])[cH:7][cH:8][c:9]([C:11]([CH3:12])([CH3:13])[CH3:14])[cH:10]1.[S:21]([OH:22])(=[O:23])(=[O:24])[OH:25]>>[C:1]([CH3:2])([CH3:3])([CH3:4])[c:5]1[c:6]2[c:7]([cH:8][c:9]([C:11]([CH3:12])([CH3:13])[CH3:14])[cH:10]1)[C:17](=[O:22])[C:16](=[O:20])[NH:15]2. The reactants are COC(=O)C1(NC(=O)Cc2cc(Br)c(F)cc2C)CCN(OC)CC1, CC(C)(C)[O-], CN(C)C=O, [K+]. Yields the product CON1CCC2(CC1)NC(=O)C(c1cc(Br)c(F)cc1C)=C2O. RXN SMILES: [CH3:1][O:2][C:3](=[O:4])[C:5]1([NH:13][C:14]([CH2:15][c:16]2[c:17]([CH3:24])[cH:18][c:19]([F:23])[c:20]([Br:22])[cH:21]2)=[O:25])[CH2:6][CH2:7][N:8]([O:11][CH3:12])[CH2:9][CH2:10]1.[CH3:26][C:27]([CH3:28])([O-:29])[CH3:30].[CH3:32][N:33]([CH3:34])[CH:35]=[O:36].[K+:31]>>[C:3]1([OH:4])=[C:15]([c:16]2[c:17]([CH3:24])[cH:18][c:19]([F:23])[c:20]([Br:22])[cH:21]2)[C:14](=[O:25])[NH:13][C:5]12[CH2:6][CH2:7][N:8]([O:11][CH3:12])[CH2:9][CH2:10]2. Starting materials: C(C)(C)(C)OC(=O)N1CCC(CC1)C=1C=C2N3C(C(NN=C3COC2=CC1Br)=O)C (4-(7-bromo-4-methyl-3-oxo-2,3,4,10-tetrahydro-9-oxa-1,2,4a-triaza-phenanthren-6-yl)-piperidine-1-carboxylic acid tert-butyl ester), C1(=CC=CC=C1)B(O)O (phenylboronic acid), C(=O)([O-])[O-].[K+].[K+] (K2CO3). Solvent: O1CCOCC1 (dioxane), O (water). Yields the product C(C)(C)(C)OC(=O)N1CCC(CC1)C=1C(=CC2=C(N3C(=NNC(C3C)=O)CO2)C1)C1=CC=CC=C1 (tert-butyl-4-(1-methyl-2-oxo-8-phenyl-1,2,3,5-tetrahydrobenzo[5,6][1,4]oxazino[3,4-c][1,2,4]triazin-9-yl)piperidine-1-carboxylate). Yield: 99.9%. As a reaction SMILES: [C:1]([O:5][C:6]([N:8]1[CH2:13][CH2:12][CH:11]([C:14]2[CH:15]=[C:16]3[C:25](=[CH:26][C:27]=2Br)[O:24][CH2:23][C:22]2[N:17]3[CH:18]([CH3:30])[C:19](=[O:29])[NH:20][N:21]=2)[CH2:10][CH2:9]1)=[O:7])([CH3:4])([CH3:3])[CH3:2].[C:31]1(B(O)O)[CH:36]=[CH:35][CH:34]=[CH:33][CH:32]=1.C([O-])([O-])=O.[K+].[K+]>O1CCOCC1.O>[C:1]([O:5][C:6]([N:8]1[CH2:13][CH2:12][CH:11]([C:14]2[C:27]([C:31]3[CH:36]=[CH:35][CH:34]=[CH:33][CH:32]=3)=[CH:26][C:25]3[O:24][CH2:23][C:22]4=[N:21][NH:20][C:19](=[O:29])[CH:18]([CH3:30])[N:17]4[C:16]=3[CH:15]=2)[CH2:10][CH2:9]1)=[O:7])([CH3:4])([CH3:3])[CH3:2] |f:2.3.4|. Procedure: A mixture of 4-(7-bromo-4-methyl-3-oxo-2,3,4,10-tetrahydro-9-oxa-1,2,4a-triaza-phenanthren-6-yl)-piperidine-1-carboxylic acid tert-butyl ester (0.02 g, 0.042 mmol), phenylboronic acid (0.01 g, 0.083 mmol), [1,1′-bis(diphenylphosphino)ferrocene]dichloropalladium(II)dichloride dichloromethane complex (0.007 g, 0.008 mmol) and K2CO3 (0.012 g, 0.083 mmol) in dioxane (1 mL) and water (0.2 mL) was heated to reflux for 8 h. The reaction mixture was cooled to ambient temperature and filtered. The filtra... Starting materials: FC=1C=CC(=C(C1)C1=C(C=C(C=C1)C=O)OC)OC (5′-fluoro-2,2′-dimethoxy-biphenyl-4-carbaldehyde), Cl.O(C)N (methoxylamine hydrochloride). Solvent: N1=CC=CC=C1 (pyridine). Conditions: time 16 hour. The product is CON=CC1=CC(=C(C=C1)C1=C(C=CC(=C1)F)OC)OC (5′-fluoro-2,2′-dimethoxy-biphenyl-4-carbaldehyde-O-methyl-oxime). Yield: 39.6%. RXN SMILES: [F:1][C:2]1[CH:3]=[CH:4][C:5]([O:18][CH3:19])=[C:6]([C:8]2[CH:13]=[CH:12][C:11]([CH:14]=O)=[CH:10][C:9]=2[O:16][CH3:17])[CH:7]=1.Cl.[O:21]([NH2:23])[CH3:22]>N1C=CC=CC=1>[CH3:22][O:21][N:23]=[CH:14][C:11]1[CH:12]=[CH:13][C:8]([C:6]2[CH:7]=[C:2]([F:1])[CH:3]=[CH:4][C:5]=2[O:18][CH3:19])=[C:9]([O:16][CH3:17])[CH:10]=1 |f:1.2|. Reported procedure: To a stirred solution of 4-hydroxy-3-methoxybenzaldehyde (2 g, 14.7 mmol) in dichloromethane (20 ml) was slowly added trifluoromethanesulfonic anhydride (4.5 g, 17.64 mmol) and pyridine (1.5 ml, 14.7 mmol) at 0° C. under nitrogen atmosphere. The solution was stirred for 16 h at ambient temperature, ice-water slurry added and then extracted with dichloromethane. The combined extracts were dried over anhydrous sodium sulfate and the solvent evaporated. The residue was flash chromatographed over si... The reactants are O (Water), ClCC(=O)NC=1C=NC(=CC1)OC=1C=C2CCC(OC2=CC1)C1=CC=CC=C1 (2-chloro-N-[6-(2-phenylchroman-6-yloxy)pyridin-3-yl]acetamide), C([O-])([O-])=O.[K+].[K+] (potassium carbonate), C(C)NCC (diethyl amine). The solvent is C(C)#N (acetonitrile). Yields the product C(C)N(CC(=O)NC=1C=NC(=CC1)OC=1C=C2CCC(OC2=CC1)C1=CC=CC=C1)CC (2-Diethylamino-N-[6-(2-phenyl-chroman-6-yloxy)pyridin-3-yl]acetamide), hydrochloride salt. As a reaction SMILES: Cl[CH2:2][C:3]([NH:5][C:6]1[CH:7]=[N:8][C:9]([O:12][C:13]2[CH:14]=[C:15]3[C:20](=[CH:21][CH:22]=2)[O:19][CH:18]([C:23]2[CH:28]=[CH:27][CH:26]=[CH:25][CH:24]=2)[CH2:17][CH2:16]3)=[CH:10][CH:11]=1)=[O:4].C(=O)([O-])[O-].[K+].[K+].[CH2:35]([NH:37][CH2:38][CH3:39])[CH3:36].O>C(#N)C>[CH2:35]([N:37]([CH2:38][CH3:39])[CH2:2][C:3]([NH:5][C:6]1[CH:7]=[N:8][C:9]([O:12][C:13]2[CH:14]=[C:15]3[C:20](=[CH:21][CH:22]=2)[O:19][CH:18]([C:23]2[CH:28]=[CH:27][CH:26]=[CH:25][CH:24]=2)[CH2:17][CH2:16]3)=[CH:10][CH:11]=1)=[O:4])[CH3:36] |f:1.2.3|. Procedure details: To a solution of 2-chloro-N-[6-(2-phenylchroman-6-yloxy)pyridin-3-yl]acetamide (200 mg) in acetonitrile was added potassium carbonate (133 mg) and diethyl amine (63 μl). The mixture was stirred at room temperature. Water was added to the reaction mixture. Solution was extracted with ethyl acetate. Organic extract was dried and evaporated. Product was purified by column chromatography using 10% methanol in methylenechloride as eluant. 2-Diethylamino-N-[6-(2-phenyl-chroman-6-yloxy)pyridin-3-yl]ace...